This data is from the Open Reaction Database (ORD), a public repository of structured organic reaction records. The task is: describe an organic reaction: reactants, conditions, products, and yield Starting materials: CC(C)(O)c1ccc(Br)cc1, CC1SC(NC(C)c2ccc(F)cc2)=NC1=O, CC(NC1=NC(=O)C(C)(c2ccc(C#N)cc2)S1)c1ccccc1C(F)(F)F. Yields the product CC(NC1=NC(=O)C(C)(c2ccc(C(C)(C)O)cc2)S1)c1ccc(F)cc1. As a reaction SMILES: [Br:18][c:19]1[cH:20][cH:21][c:22]([C:25]([CH3:26])([CH3:27])[OH:28])[cH:23][cH:24]1.[CH3:1][CH:2]1[C:3](=[O:17])[N:4]=[C:5]([NH:7][CH:8]([CH3:9])[c:10]2[cH:11][cH:12][c:13]([F:16])[cH:14][cH:15]2)[S:6]1.[CH3:29][C:30]1([c:31]2[cH:32][cH:33][c:34]([C:35]#[N:36])[cH:37][cH:38]2)[S:39][C:40]([NH:41][CH:42]([c:43]2[cH:44][cH:45][cH:46][cH:47][c:48]2[C:49]([F:50])([F:51])[F:52])[CH3:53])=[N:54][C:55]1=[O:56]>>[CH3:1][C:2]1([c:19]2[cH:20][cH:21][c:22]([C:25]([CH3:26])([CH3:27])[OH:28])[cH:23][cH:24]2)[C:3](=[O:17])[N:4]=[C:5]([NH:7][CH:8]([CH3:9])[c:10]2[cH:11][cH:12][c:13]([F:16])[cH:14][cH:15]2)[S:6]1. The reactants are ClC1=C(C=CC(=C1)Cl)C1=NC(=NC=C1C=1NC=CN1)CCN (4-(2,4-dichlorophenyl)-5-imidazol-2-ylpyrimidin-2-ylethylamine), ClC1=CC=C(C(=N1)NC(C)=O)[N+](=O)[O-] (N-(6-chloro-3-nitro-2-pyridyl)acetamide), ClC1=C(C=CC(=C1)Cl)C1=NC(=NC=C1C=1NC=CN1)NCCNC1=NC(=C(C=C1)[N+](=O)[O-])OC ([4-(2,4-dichlorophenyl)-5-imidazol-2-ylpyrimidin-2-yl]{2-[(6-methoxy-5-nitro(2-pyridyl))amino]-ethyl}amine). Product: ClC1=C(C=CC(=C1)Cl)C1=NC(=NC=C1C=1NC=CN1)NCCNC1=CC=C(C(=N1)NC(C)=O)[N+](=O)[O-] (N-{6-[(2-{[4-(2,4-dichlorophenyl)-5-imidazol-2-ylpyrimidin-2-yl]amino}ethyl)-amino]-3-nitro-2-pyridyl}acetamide). Reaction SMILES: ClC1C=C(Cl)C=CC=1C1C(C2NC=CN=2)=CN=C(CCN)N=1.Cl[C:24]1[N:29]=[C:28]([NH:30][C:31](=[O:33])[CH3:32])[C:27]([N+:34]([O-:36])=[O:35])=[CH:26][CH:25]=1.[Cl:37][C:38]1[CH:43]=[C:42]([Cl:44])[CH:41]=[CH:40][C:39]=1[C:45]1[C:50]([C:51]2[NH:52][CH:53]=[CH:54][N:55]=2)=[CH:49][N:48]=[C:47]([NH:56][CH2:57][CH2:58][NH:59]C2C=CC([N+]([O-])=O)=C(OC)N=2)[N:46]=1>>[Cl:37][C:38]1[CH:43]=[C:42]([Cl:44])[CH:41]=[CH:40][C:39]=1[C:45]1[C:50]([C:51]2[NH:55][CH:54]=[CH:53][N:52]=2)=[CH:49][N:48]=[C:47]([NH:56][CH2:57][CH2:58][NH:59][C:24]2[N:29]=[C:28]([NH:30][C:31](=[O:33])[CH3:32])[C:27]([N+:34]([O-:36])=[O:35])=[CH:26][CH:25]=2)[N:46]=1. Procedure: N-{6-[(2-{[4-(2,4-dichlorophenyl)-5-imidazol-2-ylpyrimidin-2-yl]amino}ethyl)-amino]-3-nitro-2-pyridyl}acetamide was prepared from [4-(2,4-dichlorophenyl)-5-imidazol-2-ylpyrimidin-2-ylethylamine and N-(6-chloro-3-nitro-2-pyridyl)acetamide in accordance with the procedure described above for the preparation of [4-(2,4-dichlorophenyl)-5-imidazol-2-ylpyrimidin-2-yl]{2-[(6-methoxy-5-nitro(2-pyridyl))amino]-ethyl}amine.